This data is from the Open Reaction Database (ORD), a public repository of structured organic reaction records. The task is: describe an organic reaction: reactants, conditions, products, and yield Starting materials: dichloro(tetramethylethylenediamine)zinc(II), CCCCCC (hexane), C(CCC)[Li] (butyl lithium), BrC1=CC=C(C=C1)C1=NC(=NC(=N1)C1=CC=CC2=CC=CC=C12)C1=CC=CC2=CC=CC=C12 (2-(4-bromophenyl)-4,6-bis(1-naphthyl)-1,3,5-triazine), BrC1=CC=C(C=C1)C1=CC=CC=C1 (4-bromobiphenyl). Reagents/catalysts: C=1C=CC(=CC1)[P](C=2C=CC=CC2)(C=3C=CC=CC3)[Pd]([P](C=4C=CC=CC4)(C=5C=CC=CC5)C=6C=CC=CC6)([P](C=7C=CC=CC7)(C=8C=CC=CC8)C=9C=CC=CC9)[P](C=1C=CC=CC1)(C=1C=CC=CC1)C=1C=CC=CC1 (tetrakis(triphenylphosphine)palladium(0)). The solvent is O1CCCC1 (tetrahydrofuran), O1CCCC1 (tetrahydrofuran). Run at temperature -78 celsius, time 15 minute. The product is C1(=CC=CC2=CC=CC=C12)C1=NC(=NC(=N1)C1=CC=CC2=CC=CC=C12)C1=CC=C(C=C1)C1=CC=C(C=C1)C1=CC=CC=C1 (2,4-bis(1-naphthyl)-6-[1,1′:4′,1″]terphenyl-4-yl-1,3,5-triazine). Yield: 71.0%. Reaction SMILES: [CH3:1][CH2:2][CH2:3][CH2:4][CH2:5][CH3:6].C([Li])CCC.Br[C:13]1[CH:18]=[CH:17][C:16]([C:19]2[CH:24]=[CH:23][CH:22]=[CH:21][CH:20]=2)=[CH:15][CH:14]=1.BrC1C=CC([C:32]2[N:37]=[C:36]([C:38]3[C:47]4[C:42](=[CH:43][CH:44]=[CH:45][CH:46]=4)[CH:41]=[CH:40][CH:39]=3)[N:35]=[C:34]([C:48]3[C:57]4[C:52](=[CH:53][CH:54]=[CH:55][CH:56]=4)[CH:51]=[CH:50][CH:49]=3)[N:33]=2)=CC=1>O1CCCC1.C1C=CC([P]([Pd]([P](C2C=CC=CC=2)(C2C=CC=CC=2)C2C=CC=CC=2)([P](C2C=CC=CC=2)(C2C=CC=CC=2)C2C=CC=CC=2)[P](C2C=CC=CC=2)(C2C=CC=CC=2)C2C=CC=CC=2)(C2C=CC=CC=2)C2C=CC=CC=2)=CC=1>[C:38]1([C:36]2[N:35]=[C:34]([C:48]3[C:57]4[C:52](=[CH:53][CH:54]=[CH:55][CH:56]=4)[CH:51]=[CH:50][CH:49]=3)[N:33]=[C:32]([C:13]3[CH:18]=[CH:17][C:16]([C:19]4[CH:24]=[CH:23][C:22]([C:3]5[CH:2]=[CH:1][CH:6]=[CH:5][CH:4]=5)=[CH:21][CH:20]=4)=[CH:15][CH:14]=3)[N:37]=2)[C:47]2[C:42](=[CH:43][CH:44]=[CH:45][CH:46]=2)[CH:41]=[CH:40][CH:39]=1 |^1:66,68,87,106|. Reported procedure: Under a stream of argon, 2.8 ml of a hexane solution containing 4.3 mmol of butyl lithium was slowly added to 15 ml of tetrahydrofuran cooled to −78° C. in which prepared by dissolving 0.91 g of 4-bromobiphenyl. After stirring at −78° C. for 15 minutes, 1.19 g of dichloro(tetramethylethylenediamine)zinc(II) was added thereto and stirred at −78° C. for 10 minutes and then at room temperature for 2 hours. A 1.47 g portion of 2-(4-bromophenyl)-4,6-bis(1-naphthyl)-1,3,5-triazine prepared in Referenc... Starting materials: CNCC(CO)c1ccccc1, CCN(C(C)C)C(C)C, Cc1c(CCl)sc2c(=O)c(C(=O)NCc3ccc(Cl)cc3)cn(C)c12, CN(C)C=O, O. Product: Cc1c(CN(C)CC(CO)c2ccccc2)sc2c(=O)c(C(=O)NCc3ccc(Cl)cc3)cn(C)c12. As a reaction SMILES: [CH3:26][NH:27][CH2:28][CH:29]([CH2:30][OH:31])[c:32]1[cH:33][cH:34][cH:35][cH:36][cH:37]1.[CH:38]([N:39]([CH:40]([CH3:41])[CH3:42])[CH2:43][CH3:44])([CH3:45])[CH3:46].[Cl:1][c:2]1[cH:3][cH:4][c:5]([CH2:6][NH:7][C:8](=[O:9])[c:10]2[c:11](=[O:23])[c:12]3[c:13]([n:14]([CH3:16])[cH:15]2)[c:17]([CH3:22])[c:18]([CH2:20][Cl:21])[s:19]3)[cH:24][cH:25]1.[O:47]=[CH:48][N:49]([CH3:50])[CH3:51].[OH2:52]>>[Cl:1][c:2]1[cH:3][cH:4][c:5]([CH2:6][NH:7][C:8](=[O:9])[c:10]2[c:11](=[O:23])[c:12]3[c:13]([n:14]([CH3:16])[cH:15]2)[c:17]([CH3:22])[c:18]([CH2:20][N:27]([CH3:26])[CH2:28][CH:29]([CH2:30][OH:31])[c:32]2[cH:33][cH:34][cH:35][cH:36][cH:37]2)[s:19]3)[cH:24][cH:25]1. Starting materials: C(C1=CC=CC=C1)OC1=C(C=C[N+](=O)[O-])C(=CC=C1OCC)[N+](=O)[O-] (2-benzyloxy-3-ethoxy-6,β-dinitrostyrene), C(C1=CC=CC=C1)OC1=C(C(=C(C=C[N+](=O)[O-])C=C1)[N+](=O)[O-])OC (4-benzyloxy-3-methoxy-2,β-dinitrostyrene). Yields the product C(C1=CC=CC=C1)OC1=CC=C2C=CNC2=C1OC (6-benzyloxy-7-methoxyindole). Yield: 75.0%. RXN SMILES: C(OC1C(OCC)=CC=C([N+]([O-])=O)C=1C=C[N+]([O-])=O)C1C=CC=CC=1.[CH2:26]([O:33][C:34]1[CH:44]=[CH:43][C:37]([CH:38]=[CH:39][N+]([O-])=O)=[C:36]([N+:45]([O-])=O)[C:35]=1[O:48][CH3:49])[C:27]1[CH:32]=[CH:31][CH:30]=[CH:29][CH:28]=1>>[CH2:26]([O:33][C:34]1[C:35]([O:48][CH3:49])=[C:36]2[C:37]([CH:38]=[CH:39][NH:45]2)=[CH:43][CH:44]=1)[C:27]1[CH:32]=[CH:31][CH:30]=[CH:29][CH:28]=1. Procedure: This compound is obtained according to the operating method described in Example 1c, in which the 2-benzyloxy-3-ethoxy-6,β-dinitrostyrene is replaced with 4-benzyloxy-3-methoxy-2,β-dinitrostyrene. White crystals (yield=75%, m.p.=66°-67° C.) are obtained. Yields the product CC(O)C1=CC2=C(SC(S2)(C)C)C=C1 (α,2,2-trimethyl-1,3-benzodithiol-5-methanol). Starting materials: CC(=O)C1=CC2=C(SC(S2)(C)C)C=C1 (2,2-dimethyl-1,3-benzodithiol-5-yl methyl ketone), [BH4-].[Na+] (sodium borohydride). The solvent is C(C)O (ethanol). Procedure details: 28.9 g of aluminum chloride were added portionwise at 0° C. to 16.8 ml of acetyl chloride in 360 ml of methylene chloride. After an additional 30 minutes at 0° C., a solution of 35.9 g of 2,2-dimethyl-1,3-benzodithiol in 180 ml of methylene chloride was slowly added dropwise and the mixture was stirred at 0° C. for an additional 12 hours and thereafter at 20° C. for 5 hours. Thereafter, the mixture was poured on to ice, extracted with methylene chloride and the extracts were washed neutral with ... Conditions: temperature 0 celsius, time 3 hour. RXN SMILES: [CH3:1][C:2]([C:4]1[CH:14]=[CH:13][C:7]2[S:8][C:9]([CH3:12])([CH3:11])[S:10][C:6]=2[CH:5]=1)=[O:3].[BH4-].[Na+]>C(O)C>[CH3:1][CH:2]([C:4]1[CH:14]=[CH:13][C:7]2[S:8][C:9]([CH3:11])([CH3:12])[S:10][C:6]=2[CH:5]=1)[OH:3] |f:1.2|. The yield is 101.0%. Starting materials: OC1CN(Cc2ccccc2)C1, CN(C)C=O, N#C[Na], O. The product is N#CC1CN(Cc2ccccc2)C1. As a reaction SMILES: [CH2:1]([c:2]1[cH:3][cH:4][cH:5][cH:6][cH:7]1)[N:8]1[CH2:9][CH:10]([OH:12])[CH2:11]1.[CH3:16][N:17]([CH3:18])[CH:19]=[O:20].[Na:13][C:14]#[N:15].[OH2:21]>>[CH2:1]([c:2]1[cH:3][cH:4][cH:5][cH:6][cH:7]1)[N:8]1[CH2:9][CH:10]([C:14]#[N:15])[CH2:11]1. Starting materials: free base, C(C(=O)O)(=O)O.C(CCCCC)OC=1C(=NC=CN1)C1=CN2CCC1CC2 (3-(3-Hexyloxypyrazinyl)-1 -azabicyclo[2.2.2]oct-2-ene ethandioate). Reagents/catalysts: O=[Pt]=O (PtO2). Run in C(C)O (ethanol). Reaction conditions: time 8 hour. Yields the product C(C(=O)O)(=O)O.C(CCCCC)OC=1C(=NC=CN1)C1CN2CCC1CC2 (3-(3-Hexyloxypyrazinyl)-1-azabicyclo[2.2.2]octane ethandioate). Yield: 58.0%. RXN SMILES: [C:1]([OH:6])(=[O:5])[C:2]([OH:4])=[O:3].[CH2:7]([O:13][C:14]1[C:15]([C:20]2[CH:25]3[CH2:26][CH2:27][N:22]([CH2:23][CH2:24]3)[CH:21]=2)=[N:16][CH:17]=[CH:18][N:19]=1)[CH2:8][CH2:9][CH2:10][CH2:11][CH3:12]>C(O)C.O=[Pt]=O>[C:1]([OH:6])(=[O:5])[C:2]([OH:4])=[O:3].[CH2:7]([O:13][C:14]1[C:15]([CH:20]2[CH:25]3[CH2:26][CH2:27][N:22]([CH2:23][CH2:24]3)[CH2:21]2)=[N:16][CH:17]=[CH:18][N:19]=1)[CH2:8][CH2:9][CH2:10][CH2:11][CH3:12] |f:0.1,4.5|. Procedure details: A mixture of 0.29 g of the free base of (14) (0.001 mol) and 0.15 g PtO2 in 50 ml of ethanol was hydrogenated overnight at 60 psi of H2. The catalyst was filtered off and the solvent evaporated to give 0.22 g of a clear liquid. The oxalate salt (15), 0.15 g, crystallized from ethyl acetate as a floculant colorless solid, mp 137°-138° C. NMR ppm (CDCl3) 0.9 (3H, t), 1.3-1.55 (6H, m), 1.6-1.9 (4H, m), 2.1 (2H, m), 2.45 (1H, m), 3.25 (1H, m), 3.35-3.65 (4H, m), 3.72 (1H, t), 4.25 (1H, q), 4.35 (2H,... Reactants: C(C)(C)(C)OC(=O)C1=NN(C2=C1CC(=C2)OCC)S(=O)(=O)C2=CC=C(C=C2)C (5-Ethoxy-1-(toluene-4-sulfonyl)-1,4-dihydro-cyclopentapyrazole-3-carboxylic acid tert-butyl ester), FC(C(=O)O)(F)F (trifluoroacetic acid). Solvent: C(Cl)Cl (CH2Cl2). The product is O=C1CC2=C(C(=NN2S(=O)(=O)C2=CC=C(C=C2)C)C(=O)O)C1 (5-Oxo-1-(toluene-4-sulfonyl)-1,4,5,6-tetrahydro-cyclopentapyrazole-3-carboxylic acid). As a reaction SMILES: C([O:5][C:6]([C:8]1[C:12]2[CH2:13][C:14]([O:16]CC)=[CH:15][C:11]=2[N:10]([S:19]([C:22]2[CH:27]=[CH:26][C:25]([CH3:28])=[CH:24][CH:23]=2)(=[O:21])=[O:20])[N:9]=1)=[O:7])(C)(C)C.FC(F)(F)C(O)=O>C(Cl)Cl>[O:16]=[C:14]1[CH2:13][C:12]2[C:8]([C:6]([OH:7])=[O:5])=[N:9][N:10]([S:19]([C:22]3[CH:23]=[CH:24][C:25]([CH3:28])=[CH:26][CH:27]=3)(=[O:21])=[O:20])[C:11]=2[CH2:15]1. Procedure details: To a solution of the intermediate from step B above, (414 mg, 1.02 mmol) in CH2Cl2 (2 mL) was added trifluoroacetic acid (2 mL). After stirring the reaction at room temperature for 1.5 hours it was concentrated in vacuo and azeotroped with toluene (2×). This material was used in the next step without any further purification. The reactants are FC(C(=O)O)(F)F.CC1CC=C(CC1)C1=C(C=CC(=C1)C1CCNCC1)NC(=O)C=1NC=C(N1)C#N (4-Cyano-1H-imidazole-2-carboxylic acid [2-(4-methyl-cyclohex-1-enyl)-4-piperidin-4-yl-phenyl]-amide trifluoroacetic acid salt), N1=C(C=CC=C1)C=O (pyridine-2-carbaldehyde). Product: FC(C(=O)O)(F)F.CC1CC=C(CC1)C1=C(C=CC(=C1)C1CCN(CC1)CC1=NC=CC=C1)NC(=O)C=1NC=C(N1)C#N (4-Cyano-1H-imidazole-2-carboxylic acid [2-(4-methyl-cyclohex-1-enyl)-4-(1-pyridin-2-ylmethyl-piperidin-4-yl)-phenyl]-amide trifluoroacetic acid salt). RXN SMILES: [F:1][C:2]([F:7])([F:6])[C:3]([OH:5])=[O:4].[CH3:8][CH:9]1[CH2:14][CH2:13][C:12]([C:15]2[CH:20]=[C:19]([CH:21]3[CH2:26][CH2:25][NH:24][CH2:23][CH2:22]3)[CH:18]=[CH:17][C:16]=2[NH:27][C:28]([C:30]2[NH:31][CH:32]=[C:33]([C:35]#[N:36])[N:34]=2)=[O:29])=[CH:11][CH2:10]1.[N:37]1[CH:42]=[CH:41][CH:40]=[CH:39][C:38]=1[CH:43]=O>>[F:1][C:2]([F:7])([F:6])[C:3]([OH:5])=[O:4].[CH3:8][CH:9]1[CH2:14][CH2:13][C:12]([C:15]2[CH:20]=[C:19]([CH:21]3[CH2:22][CH2:23][N:24]([CH2:43][C:38]4[CH:39]=[CH:40][CH:41]=[CH:42][N:37]=4)[CH2:25][CH2:26]3)[CH:18]=[CH:17][C:16]=2[NH:27][C:28]([C:30]2[NH:31][CH:32]=[C:33]([C:35]#[N:36])[N:34]=2)=[O:29])=[CH:11][CH2:10]1 |f:0.1,3.4|. Reported procedure: This compound was prepared according to the procedure in Example 21 from 4-cyano-1H-imidazole-2-carboxylic acid [2-(4-methyl-cyclohex-1-enyl)-4-piperidin-4-yl-phenyl]-amide (as prepared in Example 17) and pyridine-2-carbaldehyde. 1H-NMR (400 MHz, DMSO-d6): δ 14.25 (br s, 1H), 9.90 (br s, 1H), 9.79 (s, 1H), 8.72 (s, 1H), 8.36 (s, 1H), 7.98 (m, 1H), 7.86 (dd, 1H), 7.54 (d, 1H), 7.52 (m, 1H), 7.20 (m, 1H), 7.12 (d, 1H), 5.74 (m, 1H), 4.56 (s, 2H), 3.40 (m, 2H), 3.18 (m, 2H), 2.88 (m, 1H), 2.48-2.22... The reactants are CCI, C1CCOC1, O=C1CCC2c3ccc(Cl)cc3CCC2N1, [Na+], [OH-]. Yields the product CCN1C(=O)CCC2c3ccc(Cl)cc3CCC21. Reaction SMILES: [CH2:19]([CH3:20])[I:21].[CH2:22]1[O:23][CH2:24][CH2:25][CH2:26]1.[Cl:1][c:2]1[cH:3][c:4]2[c:5]([cH:15][cH:16]1)[CH:6]1[CH2:7][CH2:8][C:9](=[O:14])[NH:10][CH:11]1[CH2:12][CH2:13]2.[Na+:18].[OH-:17]>>[Cl:1][c:2]1[cH:3][c:4]2[c:5]([cH:15][cH:16]1)[CH:6]1[CH2:7][CH2:8][C:9](=[O:14])[N:10]([CH2:19][CH3:20])[CH:11]1[CH2:12][CH2:13]2. The reactants are CC(C)([O-])C.[K+] (potassium tertiary butoxide), FC=1C=CC2=C(CCC(O2)C=O)C1 (6-fluoro-3,4-dihydro-2H-1-benzopyran-2-carboxaldehyde), [I-].C[S+](=O)(C)C (trimethyl sulfoxonium iodide). Run in CS(=O)C (dimethyl sulfoxide), CS(=O)C (dimethyl sulfoxide). Reaction conditions: temperature 30 celsius, time 1 hour. The product is C1CC2=C(C=CC(=C2)F)OC1C3CO3 (6-fluoro-3,4-dihydro-2-oxiranyl-2H-1-benzopyran). Reaction SMILES: [I-].C[S+](C)(C)=O.[CH3:7]C(C)([O-])C.[K+].[F:13][C:14]1[CH:15]=[CH:16][C:17]2[O:22][CH:21]([CH:23]=[O:24])[CH2:20][CH2:19][C:18]=2[CH:25]=1>CS(C)=O>[CH2:20]1[CH:21]([CH:23]2[O:24][CH2:7]2)[O:22][C:17]2[CH:16]=[CH:15][C:14]([F:13])=[CH:25][C:18]=2[CH2:19]1 |f:0.1,2.3|. Procedure details: To 234 ml of dimethyl sulfoxide was added 32 g of trimethyl sulfoxonium iodide. To it, potassium tertiary butoxide (16 g) was added and stirred for 1 h at 20-40° C. The reaction mixture was cooled and to it was added a solution of the compound obtained in Example 2 in dimethyl sulfoxide (26 ml.) while maintaining the temperature between 20°-40° C. for 1.5 hr. The reaction mixture was quenched in cold water. The aqueous layer was extracted with ethyl acetate, washed with water, concentrated under...